From a dataset of the Open Reaction Database (ORD), a public repository of structured organic reaction records. describe an organic reaction: reactants, conditions, products, and yield Starting materials: Cl.NC(=N)N (Guanidine hydrochloride), [H-].[Na+] (NaH), ClC1=NC=C(C2=CC=C(C=C12)S(N)(=O)=O)Cl (1,4-Dichloro-7-sulphamoylisoquinoline). The solvent is CS(=O)C (DMSO). Conditions: temperature 50 celsius. Yields the product ClC1=CN=C(C2=CC(=CC=C12)S(N)(=O)=O)NC(=N)N (4-chloro-1-guanidino-7-sulphamoylisoquinoline). Isolated yield 66.8%. As a reaction SMILES: Cl.[NH2:2][C:3]([NH2:5])=[NH:4].[H-].[Na+].Cl[C:9]1[C:18]2[C:13](=[CH:14][CH:15]=[C:16]([S:19](=[O:22])(=[O:21])[NH2:20])[CH:17]=2)[C:12]([Cl:23])=[CH:11][N:10]=1>CS(C)=O>[Cl:23][C:12]1[C:13]2[C:18](=[CH:17][C:16]([S:19](=[O:22])(=[O:21])[NH2:20])=[CH:15][CH:14]=2)[C:9]([NH:4][C:3]([NH2:5])=[NH:2])=[N:10][CH:11]=1 |f:0.1,2.3|. Procedure: Guanidine hydrochloride (70 mg, 0.73 mmol) was added in one portion to a suspension of NaH (21 mg, 80% dispersion by wt in mineral oil, 0.66 mmol) in DMSO (2.0 mL) and the mixture was heated at 50° C. under N2 for 30 min. 1,4-Dichloro-7-sulphamoylisoquinoline (70 mg, 0.25 mmol) was added and the mixture heated at 90° C. for 18 h. The cooled mixture was partitioned between ethyl acetate (EtOAc) and water, and the organic phase was washed with brine, dried (MgSO4) and evaporated in vacuo. The resi... Procedure details: This compound is obtained in a similar manner by heating 69.3 g of 1,3-dimethoxy-isopropyl chloride with 110 g of diethylamine in an autoclave and hydrolyzing the 1,3-dimethoxy-2-diethylamino-propane obtained (boiling point 65° C. at 16 torr) by boiling it with azeotropic, aqueous hydrochloric acid. Product: OCC(CO)N(CC)CC (1,3-dihydroxy-2-diethylamino-propane). Reaction SMILES: C(NCC)C.C[O:7][CH2:8][CH:9]([N:13]([CH2:16][CH3:17])[CH2:14][CH3:15])[CH2:10][O:11]C.Cl>>[OH:7][CH2:8][CH:9]([N:13]([CH2:16][CH3:17])[CH2:14][CH3:15])[CH2:10][OH:11]. Starting materials: Cl (hydrochloric acid), 1,3-dimethoxy-isopropyl chloride, C(C)NCC (diethylamine), COCC(COC)N(CC)CC (1,3-dimethoxy-2-diethylamino-propane). The reactants are FC(C=1C=C(C=CC1)C(C)=O)(F)F (1-(3-(trifluoromethyl)phenyl)ethanone), N1(CCNCC1)C(=O)OC(C)(C)C (tert-butyl piperazine-1-carboxylate), C(C)(=O)O (acetic acid), C(#N)[BH3-].[Na+] (sodium cyanoborohydride). Solvent: C(C)O (ethanol). Reaction conditions: temperature 75 celsius, time 8 hour. The product is FC(C=1C=C(C=CC1)C(C)N1CCN(CC1)C(=O)OC(C)(C)C)(F)F (tert-butyl 4-(1-(3-(trifluoromethyl)phenyl)ethyl)piperazine-1-carboxylate). Reaction SMILES: [F:1][C:2]([F:13])([F:12])[C:3]1[CH:4]=[C:5]([C:9](=O)[CH3:10])[CH:6]=[CH:7][CH:8]=1.[N:14]1([C:20]([O:22][C:23]([CH3:26])([CH3:25])[CH3:24])=[O:21])[CH2:19][CH2:18][NH:17][CH2:16][CH2:15]1.C(O)(=O)C.C([BH3-])#N.[Na+]>C(O)C>[F:1][C:2]([F:13])([F:12])[C:3]1[CH:4]=[C:5]([CH:9]([N:17]2[CH2:16][CH2:15][N:14]([C:20]([O:22][C:23]([CH3:26])([CH3:25])[CH3:24])=[O:21])[CH2:19][CH2:18]2)[CH3:10])[CH:6]=[CH:7][CH:8]=1 |f:3.4|. Procedure: A suspension of 1-(3-(trifluoromethyl)phenyl)ethanone (0.100 g, 0.532 mmol), tert-butyl piperazine-1-carboxylate (0.148 g, 0.797 mmol), acetic acid (0.046 mL, 0.797 mmol) and sodium cyanoborohydride (0.050 g, 0.797 mmol) in ethanol (0.5 mL) was heated under nitrogen at 75° C. After stirring overnight the reaction was concentrated, saturated sodium bicarbonate (0.7 mL) was added, and the product was extracted into ethyl acetate (2×0.7 mL). The combined organic layers were concentrated, dissolved ...